Dataset: the Open Reaction Database (ORD), a public repository of structured organic reaction records. Task: describe an organic reaction: reactants, conditions, products, and yield Reactants: P(=O)([O-])([O-])[O-] (phosphate), C(\C=C\C(=O)O)(=O)O (fumaric acid), N (ammonia). Product: N[C@@H](CC(=O)O)C(=O)O (L-aspartic acid). As a reaction SMILES: P([O-])([O-])([O-])=O.[C:6]([OH:13])(=[O:12])/[CH:7]=[CH:8]/[C:9]([OH:11])=[O:10].[NH3:14]>>[NH2:14][C@H:7]([C:6]([OH:13])=[O:12])[CH2:8][C:9]([OH:11])=[O:10]. Procedure: The culture of H-9183 strain as obtained in the controlled aeration condition in Example 1 was centrifuged to isolate the cells. The cells were suspended in a phosphate buffer (0.01 M potassium phosphate; pH 7.4), and homogenized along with glass beads to disrupt them into an extract. The extract was passed through a column filled with a resin, Duolite A-7 to thereby make the protein existing in the extract adsorbed by the resin. Then, an aqueous solution of fumaric acid (150 g/liter; adjusted t... Reactants: C(#N)C1=CC2=C(N3C(C4(O2)CCN(CC4)C(=O)OC(C)(C)C)=CC=C3)C=C1 (tert-butyl 7′-cyanospiro[piperidine-4,4′-pyrrolo[2,1-c][1,4]benzoxazine]-1-carboxylate), O1CCOCC1 (dioxane). Solvent: Cl (HCl). Yields the product N1CCC2(CC1)C=1N(C3=C(O2)C=C(C=C3)C#N)C=CC1 (spiro[benzo[b]pyrrolo[1,2-d][1,4]oxazine-4,4′-piperidine]-7-carbonitrile). Yield: 107.0%. Reaction SMILES: [C:1]([C:3]1[CH:27]=[CH:26][C:6]2[N:7]3[CH:25]=[CH:24][CH:23]=[C:8]3[C:9]3([CH2:15][CH2:14][N:13](C(OC(C)(C)C)=O)[CH2:12][CH2:11]3)[O:10][C:5]=2[CH:4]=1)#[N:2].O1CCOCC1>Cl>[NH:13]1[CH2:14][CH2:15][C:9]2([O:10][C:5]3[CH:4]=[C:3]([C:1]#[N:2])[CH:27]=[CH:26][C:6]=3[N:7]3[CH:25]=[CH:24][CH:23]=[C:8]23)[CH2:11][CH2:12]1. Procedure details: A solution of tert-butyl 7′-cyanospiro[piperidine-4,4′-pyrrolo[2,1-c][1,4]benzoxazine]-1-carboxylate (1.1 g, 3.1 mmol) in HCl in dioxane (3.1 mL of 4.0 M, 12 mmol) was stirred at room temperature for 1 hour. The reaction mixture was evaporated to dryness to yield spiro[benzo[b]pyrrolo[1,2-d][1,4]oxazine-4,4′-piperidine]-7-carbonitrile (880 mg, 94%). ESI-MS m/z calc. 265.3. found 266.1 (M+1)+. Retention time: 0.92 minutes (3 min run). The reactants are O=C(Cl)Cc1ccccc1C(F)(F)F, [H-], [Na+], CN(C)C=O, O=c1cc(O)c2cccnc2n1-c1ccccc1. Yields the product O=C(Cc1ccccc1C(F)(F)F)c1c(O)c2cccnc2n(-c2ccccc2)c1=O. Reaction SMILES: [F:21][C:22]([c:23]1[c:24]([CH2:29][C:30](=[O:31])[Cl:32])[cH:25][cH:26][cH:27][cH:28]1)([F:33])[F:34].[H-:19].[Na+:20].[O:35]=[CH:36][N:37]([CH3:38])[CH3:39].[OH:1][c:2]1[cH:3][c:4](=[O:18])[n:5](-[c:12]2[cH:13][cH:14][cH:15][cH:16][cH:17]2)[c:6]2[n:7][cH:8][cH:9][cH:10][c:11]12>>[OH:1][c:2]1[c:3]([C:30]([CH2:29][c:24]2[c:23]([C:22]([F:21])([F:33])[F:34])[cH:28][cH:27][cH:26][cH:25]2)=[O:31])[c:4](=[O:18])[n:5](-[c:12]2[cH:13][cH:14][cH:15][cH:16][cH:17]2)[c:6]2[n:7][cH:8][cH:9][cH:10][c:11]12.